This data is from the Open Reaction Database (ORD), a public repository of structured organic reaction records. The task is: describe an organic reaction: reactants, conditions, products, and yield The reactants are C(C)(C)(C)OC(=O)NCCCNCC(=O)O ((3-tert-butoxycarbonylaminopropyl)glycine), C(C)N1CCOCC1 (N-ethylmorpholine), N(=C=O)C(C(=O)OC)C1=CC=CC=C1 (methyl α-isocyanatophenylacetate). Solvent: CN(C=O)C (dimethylformamide). Conditions: temperature 100 celsius, time 1 hour. Yields the product C(C)(C)(C)OC(=O)NCCCN(C(=O)NC(C1=CC=CC=C1)C(=O)OC)CC(=O)O ((1-(3-tert-Butoxycarbonylaminopropyl)-3-(methoxycarbonylphenylmethyl)ureido)acetic acid). Reaction SMILES: [C:1]([O:5][C:6]([NH:8][CH2:9][CH2:10][CH2:11][NH:12][CH2:13][C:14]([OH:16])=[O:15])=[O:7])([CH3:4])([CH3:3])[CH3:2].C(N1CCOCC1)C.[N:25]([CH:28]([C:33]1[CH:38]=[CH:37][CH:36]=[CH:35][CH:34]=1)[C:29]([O:31][CH3:32])=[O:30])=[C:26]=[O:27]>CN(C)C=O>[C:1]([O:5][C:6]([NH:8][CH2:9][CH2:10][CH2:11][N:12]([CH2:13][C:14]([OH:16])=[O:15])[C:26]([NH:25][CH:28]([C:29]([O:31][CH3:32])=[O:30])[C:33]1[CH:38]=[CH:37][CH:36]=[CH:35][CH:34]=1)=[O:27])=[O:7])([CH3:4])([CH3:2])[CH3:3]. Procedure details: 2.8 g (12 mmol) of (3-tert-butoxycarbonylaminopropyl)glycine and 1.4 g (12 mmol) of N-ethylmorpholine are dissolved in 300 ml of dimethylformamide. 2.3 g (12 mmol) of methyl α-isocyanatophenylacetate are added dropwise at 100° C. The mixture is stirred at 100° C. for 1 h, allowed to cool down to room temperature, concentrated and chromatographed on silica gel using ethyl acetate/methanol 8:2. Reactants: [BH4-].[Na+] (NaBH4), C(C)(C)(C)OC(=O)NCCNCCNC(=O)OC(C)(C)C (bis(2-tert-butoxycarbonylaminoethyl)amine), C(#N)C1=CC=C(CBr)C=C1 (4-cyanobenzyl-bromide), C(=O)([O-])[O-].[K+].[K+] (K2CO3), Cl.CCOCC (HCl ether), C(C)(=O)C1=NC=CC=C1 (2-acetyl pyridine), C(C)(C)(C)OC(=O)NCCN(CCNC(=O)OC(C)(C)C)C1=C(C=CC(=C1)C)C#N (bis(2-tert-butoxycarbonylaminoethyl)amino-4-methylphenylcyanide). RXN SMILES: C(OC(NCCNCCNC(OC(C)(C)C)=O)=O)(C)(C)C.C(C1C=CC(CBr)=CC=1)#N.C([O-])([O-])=O.[K+].[K+].C(OC(NCCN(C1C=C(C)C=CC=1C#N)CCNC(OC(C)(C)C)=O)=O)(C)(C)C.[ClH:68].CCOCC.[C:74]([C:77]1[CH:82]=[CH:81][CH:80]=[CH:79][N:78]=1)(=[O:76])C.[BH4-:83].[Na+:84]>CO.CC#N>[N:78]1[CH:79]=[CH:80][CH:81]=[CH:82][C:77]=1[CH:74]=[O:76].[BH4-:83].[Na+:84].[ClH:68] |f:2.3.4,6.7,9.10,14.15|. Solvent: CC#N (CH3CN), CO (MeOH). Reaction conditions: temperature 60 celsius. Product: N1=C(C=CC=C1)C=O (pyridine-2-carboxaldehyde), [BH4-].[Na+] (NaBH4), Cl (HCl), compound 110. Procedure: A mixture of bis(2-tert-butoxycarbonylaminoethyl)amine (0.01 mol), 4-cyanobenzyl-bromide (0.01 mol), K2CO3 (0.05 mol), and CH3CN (70 mL) was heated at 60° C. for 10 hours. The resultant bis(2-tert-butoxycarbonylaminoethyl)amino-4-methylphenylcyanide was deprotected using HCl/ether, condensed with 2-acetyl pyridine (0.01 mol) in MeOH, and then reduced by NaBH4. After sequential treatments with pyridine-2-carboxaldehyde, NaBH4, and HCl, compound 110 was obtained in 75% overall yield. Product: NC(=O)COc1ccc(S(=O)(=O)Cl)cc1. Reactants: O=S(=O)(O)Cl, ClCCl, NC(=O)COc1ccccc1. RXN SMILES: [Cl:12][S:13](=[O:14])(=[O:15])[OH:16].[Cl:17][CH2:18][Cl:19].[O:1]([c:2]1[cH:3][cH:4][cH:5][cH:6][cH:7]1)[CH2:8][C:9](=[O:10])[NH2:11]>>[O:1]([c:2]1[cH:3][cH:4][c:5]([S:13]([Cl:12])(=[O:14])=[O:15])[cH:6][cH:7]1)[CH2:8][C:9](=[O:10])[NH2:11]. The reactants are CC(=O)OI1(C=2C=CC=CC2C(=O)O1)(OC(=O)C)OC(=O)C (Dess-Martin periodinane), C(C)(C)(C)OC(=O)N1CCC(CC1)CC(C=1OC2=C(C=NC=C2)N1)O (4-(2-hydroxy-2-oxazolo[4,5-c]pyridin-2-yl-ethyl)piperidine-1-carboxylic acid tert-butyl ester). Procedure details: The Dess-Martin periodinane (23.7 mg, 60 μmol) was added to a stirred solution of 4-(2-hydroxy-2-oxazolo[4,5-c]pyridin-2-yl-ethyl)piperidine-1-carboxylic acid tert-butyl ester (Preparation 7, 19.4 mg, 60 μmol) in anhydrous CH2Cl2 (2 mL). After 16 h, the reaction mixture was diluted with CH2Cl2 (15 mL), before being washed with a saturated aqueous Na2S2O3-saturated aqueous NaHCO3 solution (7:1, 3×5 mL). The CH2Cl2 layer was dried (MgSO4), filtered, and concentrated. Flash chromatography (IH-EtOAc... RXN SMILES: CC(OI1(OC(C)=O)(OC(C)=O)OC(=O)C2C=CC=CC1=2)=O.[C:23]([O:27][C:28]([N:30]1[CH2:35][CH2:34][CH:33]([CH2:36][CH:37]([OH:47])[C:38]2[O:39][C:40]3[CH:45]=[CH:44][N:43]=[CH:42][C:41]=3[N:46]=2)[CH2:32][CH2:31]1)=[O:29])([CH3:26])([CH3:25])[CH3:24]>C(Cl)Cl>[C:23]([O:27][C:28]([N:30]1[CH2:31][CH2:32][CH:33]([CH2:36][C:37]([C:38]2[O:39][C:40]3[CH:45]=[CH:44][N:43]=[CH:42][C:41]=3[N:46]=2)=[O:47])[CH2:34][CH2:35]1)=[O:29])([CH3:26])([CH3:24])[CH3:25]. Run in C(Cl)Cl (CH2Cl2), C(Cl)Cl (CH2Cl2). Reaction conditions: time 16 hour. Yields the product IH-EtOAc, C(C)(C)(C)OC(=O)N1CCC(CC1)CC(=O)C=1OC2=C(C=NC=C2)N1 (4-(2-Oxazolo[4,5-c]pyridin-2-yl-2-oxo-ethyl)piperidine-1-carboxylic acid tert-butyl ester). The reactants are C(C)(C)OC1=CC(=C2C(OC(C2=C1)=O)=O)[N+](=O)[O-] (6-isopropoxy-4-nitroisobenzofuran-1,3-dione), NC1C(NC(CC1)=O)=O (3-aminopiperidine-2,6-dione). Reaction SMILES: [CH:1]([O:4][C:5]1[CH:13]=[C:12]2[C:8]([C:9](=[O:15])O[C:11]2=[O:14])=[C:7]([N+:16]([O-:18])=[O:17])[CH:6]=1)([CH3:3])[CH3:2].[NH2:19][CH:20]1[CH2:25][CH2:24][C:23](=[O:26])[NH:22][C:21]1=[O:27]>>[O:27]=[C:21]1[CH:20]([N:19]2[C:9](=[O:15])[C:8]3[C:12](=[CH:13][C:5]([O:4][CH:1]([CH3:2])[CH3:3])=[CH:6][C:7]=3[N+:16]([O-:18])=[O:17])[C:11]2=[O:14])[CH2:25][CH2:24][C:23](=[O:26])[NH:22]1. Reported procedure: reacting 6-isopropoxy-4-nitroisobenzofuran-1,3-dione with 3-aminopiperidine-2,6-dione to form 2-(2,6-dioxopiperidin-3-yl)-6-isopropoxy-4-nitroisoindoline-1,3-dione; Product: O=C1NC(CCC1N1C(C2=CC(=CC(=C2C1=O)[N+](=O)[O-])OC(C)C)=O)=O (2-(2,6-dioxopiperidin-3-yl)-6-isopropoxy-4-nitroisoindoline-1,3-dione). The reactants are N(=[N+]=[N-])[C@H]1[C@H](CCCC1)C (cis-1-azido-2-methyl-cyclohexane), C1(CCC1)=O (cyclobutanone). Reagents/catalysts: [Cl-].[Ti+4].[Cl-].[Cl-].[Cl-] (titanium chloride). Solvent: ClCCl (dichloromethane). Reaction conditions: temperature 0 celsius. Yields the product C[C@@H]1[C@@H](CCCC1)N1C(CCC1)=O (1-(Cis-2-methyl-cyclohexyl)-pyrrolidin-2-one). Isolated yield 36.3%. As a reaction SMILES: [N:1]([C@@H:4]1[CH2:9][CH2:8][CH2:7][CH2:6][C@@H:5]1[CH3:10])=[N+]=[N-].[C:11]1(=[O:15])[CH2:14][CH2:13][CH2:12]1>ClCCl.[Cl-].[Ti+4].[Cl-].[Cl-].[Cl-]>[CH3:10][C@H:5]1[CH2:6][CH2:7][CH2:8][CH2:9][C@H:4]1[N:1]1[CH2:14][CH2:13][CH2:12][C:11]1=[O:15] |f:3.4.5.6.7|. Procedure details: Dissolve cis-1-azido-2-methyl-cyclohexane (Preparation 31) (3.68 g, 26.41 mmol) and cyclobutanone (1.85 g, 26.41 mmol) in dichloromethane (200 mL). Cool the solution to 0° C. and add titanium chloride (15.03 g, 79.23 mmol) under nitrogen. Stir the reaction for 24 hours at room temperature. Add water (200 mL), and extract the aqueous layer with dichloromethane (3×200 mL). Combine the organic layers and dry with Na2SO4, filter, concentrate and purify by flash column chromatography (silica gel, 20-...